The task is: describe an organic reaction: reactants, conditions, products, and yield. This data is from the Open Reaction Database (ORD), a public repository of structured organic reaction records. The reactants are FCCOCC=1C=CC(=NC1C)N (5-(2-fluoro-ethoxymethyl)-6-methyl-pyridin-2-ylamine), FC(C=1C=C(C=CC1)S(=O)(=O)Cl)(F)F (3-(trifluoromethyl)-benzenesulfonyl chloride). Product: FCCOCC=1C=CC(=NC1C)NS(=O)(=O)C1=CC(=CC=C1)C(F)(F)F (N-[5-(2-Fluoro-ethoxymethyl)-6-methyl-pyridin-2-yl]-3-trifluoromethyl-benzenesulfonamide). As a reaction SMILES: [F:1][CH2:2][CH2:3][O:4][CH2:5][C:6]1[CH:7]=[CH:8][C:9]([NH2:13])=[N:10][C:11]=1[CH3:12].[F:14][C:15]([F:27])([F:26])[C:16]1[CH:17]=[C:18]([S:22](Cl)(=[O:24])=[O:23])[CH:19]=[CH:20][CH:21]=1>>[F:1][CH2:2][CH2:3][O:4][CH2:5][C:6]1[CH:7]=[CH:8][C:9]([NH:13][S:22]([C:18]2[CH:19]=[CH:20][CH:21]=[C:16]([C:15]([F:14])([F:26])[F:27])[CH:17]=2)(=[O:24])=[O:23])=[N:10][C:11]=1[CH3:12]. Procedure details: This material was prepared in analogy to example 1 from 5-(2-fluoro-ethoxymethyl)-6-methyl-pyridin-2-ylamine (0.05 g) and 3-(trifluoromethyl)-benzenesulfonyl chloride (0.073 g) as a light yellow gum (39 mg g). MS (ESI−): 391.2 ([M−H]−) Starting materials: C(C)[C@@H]1C(C1)[C@@H](C)O ((1R,2S)-2-Ethylcyclopropylethanol), CN(C)C=O (DMF), [Cr](=O)(=O)([O-])O[Cr](=O)(=O)[O-].[NH+]1=CC=CC=C1.[NH+]1=CC=CC=C1 (Pyridinium dichromate). The solvent is O (water). Reaction conditions: temperature 25 celsius, time 8 hour. Yields the product C(C)[C@@H]1[C@H](C1)CC(=O)O ((1R,2S)-2-Ethylcyclopropylacetic Acid). Reaction SMILES: [CH2:1]([C@H:3]1[CH2:5][CH:4]1[C@H:6](O)C)[CH3:2].CN([CH:12]=[O:13])C.[Cr](O[Cr]([O-])(=O)=O)([O-])(=O)=[O:15].[NH+]1C=CC=CC=1.[NH+]1C=CC=CC=1>O>[CH2:1]([C@H:3]1[CH2:5][C@@H:4]1[CH2:6][C:12]([OH:13])=[O:15])[CH3:2] |f:2.3.4|. Procedure details: A 250-mL, one-necked, round bottomed flask equipped with a magnetic stirrer, and under nitrogen, was charged with 1.65 g (14.3 mmol) of alcohol 21 and 40 ml of dry DMF. Pyridinium dichromate 18.8 g (3.5 eq.; 50.1 mmol) was added in one portion. The reaction mixture was stirred overnight at 25° C. and then poured into 200 ml of water and extracted with ether (4×80 ml). The organic layers were concentrated under reduced pressure, and the residue was then dissolved in chloroform (50 ml) and extract...